This data is from the Open Reaction Database (ORD), a public repository of structured organic reaction records. The task is: describe an organic reaction: reactants, conditions, products, and yield Starting materials: C(C1=CC=CC=C1)ON (Benzyloxyamine), C(C1=CC=CC=C1)N1C(C(=CCC1)CCC(=O)O)=O (3-(1-benzyl-2-oxo-1,2,5,6-tetrahydro-pyridin-3-yl)-propionic acid), C(CCl)Cl (EDC). The product is C(C1=CC=CC=C1)ONC(CCC=1C(N(CCC1)CCC1=CC=CC=C1)=O)=O (N-benzyloxy-3-(2-oxo-1-phenethyl-1,2,5,6-tetrahydro-pyridin-3-yl)-propionamide). Yield: 75.0%. Reaction SMILES: [CH2:1]([O:8][NH2:9])[C:2]1[CH:7]=[CH:6][CH:5]=[CH:4][CH:3]=1.[CH2:10]([N:17]1[CH2:22][CH2:21][CH:20]=[C:19]([CH2:23][CH2:24][C:25]([OH:27])=O)[C:18]1=[O:28])[C:11]1[CH:16]=[CH:15][CH:14]=[CH:13][CH:12]=1.[CH2:29](Cl)CCl>>[CH2:1]([O:8][NH:9][C:25](=[O:27])[CH2:24][CH2:23][C:19]1[C:18](=[O:28])[N:17]([CH2:10][CH2:11][C:16]2[CH:15]=[CH:14][CH:13]=[CH:12][CH:29]=2)[CH2:22][CH2:21][CH:20]=1)[C:2]1[CH:7]=[CH:6][CH:5]=[CH:4][CH:3]=1. Procedure: Benzyloxyamine was added to organic solvent dissolving 30 mg of 3-(1-benzyl-2-oxo-1,2,5,6-tetrahydro-pyridin-3-yl)-propionic acid (0.15 mM) prepared by above Example 12 in EDC. The resulting compound was purified by Silica gel column chromatography with ethylacetate/chloroform (1:1) solvent mixture as an eluant to give 41 mg of N-benzyloxy-3-(2-oxo-1-phenethyl-1,2,5,6-tetrahydro-pyridin-3-yl)-propionamide (g5) (yield: 75%). Starting materials: FC1=CC=C(C(=O)OCC)C=C1 (Ethyl 4-fluorobenzoate), O1CCOC12CCNCC2 (1,4-dioxa-8-azaspiro[4.5]decane), C([O-])([O-])=O.[K+].[K+] (potassium carbonate). The solvent is CN(C(C)=O)C (N,N-dimethylacetamide). Run at temperature 100 celsius. Product: O1CCOC12CCN(CC2)C2=CC=C(C(=O)OCC)C=C2 (ethyl 4-(1,4-dioxa-8-azaspiro[4.5]decan-8-yl)benzoate). Reaction SMILES: F[C:2]1[CH:12]=[CH:11][C:5]([C:6]([O:8][CH2:9][CH3:10])=[O:7])=[CH:4][CH:3]=1.[O:13]1[C:17]2([CH2:22][CH2:21][NH:20][CH2:19][CH2:18]2)[O:16][CH2:15][CH2:14]1.C(=O)([O-])[O-].[K+].[K+]>CN(C)C(=O)C>[O:13]1[C:17]2([CH2:22][CH2:21][N:20]([C:2]3[CH:12]=[CH:11][C:5]([C:6]([O:8][CH2:9][CH3:10])=[O:7])=[CH:4][CH:3]=3)[CH2:19][CH2:18]2)[O:16][CH2:15][CH2:14]1 |f:2.3.4|. Reported procedure: Ethyl 4-fluorobenzoate (36.16 g, 215 mmol), 1,4-dioxa-8-azaspiro[4.5]decane (35.40 g, 247 mmol), and potassium carbonate (29.72 g, 215 mmol) were added to N,N-dimethylacetamide (500 mL) and heated to 100° C. for 16 hours. The solution was cooled, filtered, added to 2M HCl and extracted with 50% ethyl acetate (in hexanes). The organics were washed with water, brine, and dried on anhydrous sodium sulfate. The solution was concentrated and purified by flash column chromatography on silica gel with ... Reactants: [BH4-], CO, NC(=O)c1ccc(Oc2ccc(C=O)cc2F)nc1, [Na+], NCCC1CCOCC1. Product: NC(=O)c1ccc(Oc2ccc(CNCCC3CCOCC3)cc2F)nc1. Reaction SMILES: [BH4-:29].[CH3:31][OH:32].[F:1][c:2]1[c:3]([O:4][c:5]2[n:6][cH:7][c:8]([C:9](=[O:10])[NH2:11])[cH:12][cH:13]2)[cH:14][cH:15][c:16]([CH:18]=[O:19])[cH:17]1.[Na+:30].[O:20]1[CH2:21][CH2:22][CH:23]([CH2:26][CH2:27][NH2:28])[CH2:24][CH2:25]1>>[F:1][c:2]1[c:3]([O:4][c:5]2[n:6][cH:7][c:8]([C:9](=[O:10])[NH2:11])[cH:12][cH:13]2)[cH:14][cH:15][c:16]([CH2:18][NH:28][CH2:27][CH2:26][CH:23]2[CH2:22][CH2:21][O:20][CH2:25][CH2:24]2)[cH:17]1. The reactants are COc1ccc(N)cc1, COc1cccc(N)c1. Yields the product CNc1cccc(OC)c1. RXN SMILES: [CH3:10][O:11][c:12]1[cH:13][cH:14][c:15]([NH2:16])[cH:17][cH:18]1.[CH3:1][O:2][c:3]1[cH:4][c:5]([NH2:9])[cH:6][cH:7][cH:8]1>>[CH3:1][O:2][c:3]1[cH:4][c:5]([NH:9][CH3:10])[cH:6][cH:7][cH:8]1. The reactants are C(C(C)C)NCC#N ((isobutylamino)-acetonitrile), C(C1=CC=CC=C1)(=O)C=1C(=NC=CC1)C(=O)O (3-benzoylpyridin-2-carboxylic acid), S(=O)(Cl)Cl (thionyl chloride), C(C)(=O)OC(C)=O (acetic anhydride), C(C)#N (acetonitrile). The solvent is CN(C(C)=O)C (N,N-dimethylacetamide), O (Water), O (water), C1(=CC=CC=C1)C (toluene). Run at temperature 100 celsius, time 2 hour. Product: C(C(C)C)N1C(=C(C=2C=CC=NC2C1=O)C1=CC=CC=C1)C#N (7-isobutyl-8-oxo-5-phenyl-7,8-dihydro[1,7]naphthyridine-6-carbonitrile). Isolated yield 87.4%. As a reaction SMILES: [C:1]([C:9]1[C:10]([C:15]([OH:17])=O)=[N:11][CH:12]=[CH:13][CH:14]=1)(=O)[C:2]1[CH:7]=[CH:6][CH:5]=[CH:4][CH:3]=1.S(Cl)(Cl)=O.[CH2:22]([NH:26][CH2:27][C:28]#[N:29])[CH:23]([CH3:25])[CH3:24].C(OC(=O)C)(=O)C.C(#N)C>C1(C)C=CC=CC=1.CN(C)C(=O)C.O>[CH2:22]([N:26]1[C:15](=[O:17])[C:10]2[N:11]=[CH:12][CH:13]=[CH:14][C:9]=2[C:1]([C:2]2[CH:3]=[CH:4][CH:5]=[CH:6][CH:7]=2)=[C:27]1[C:28]#[N:29])[CH:23]([CH3:25])[CH3:24]. Procedure details: To a suspension of 3-benzoylpyridin-2-carboxylic acid (2.27 g, 10 mmol) in toluene (20 ml) was added thionyl chloride (0.88 ml, 12 mmol) and the mixture was stirred at 100° C. for 2 h. The reaction mixture was concentrated under reduced pressure and the residue was dissolved in tetrahydrofuran (20 ml). The obtained solution was added dropwise to (isobutylamino)-acetonitrile (1.68 g, 15 mmol) in N,N-dimethylacetamide (20 ml) and the mixture was stirred at 70° C. for 12 h. The reaction mixture was... The reactants are ClC=1C=C2C(=C(N(C(C2=CC1)=O)CC1=CC=C(C=C1)S(=O)(=O)C)C(CCCC)O)C1=CC=CC=C1 (6-chloro-3-(1-hydroxypentyl)-2-(4-methanesulfonylbenzyl)-4-phenyl-2H-isoquinolin-1-one), CO.C(C)(C)OC(C)C (methanol diisopropyl ether). Product: ClC=1C=C2C(=C(N(C(C2=CC1)=O)CC1=CC=C(C=C1)S(=O)(=O)C)C(CCCC)=O)C1=CC=CC=C1 (6-chloro-2-(4-methanesulfonylbenzyl)-3-pentanoyl-4-phenyl-2H-isoquinolin-1-one). Reaction SMILES: [Cl:1][C:2]1[CH:3]=[C:4]2[C:9](=[CH:10][CH:11]=1)[C:8](=[O:12])[N:7]([CH2:13][C:14]1[CH:19]=[CH:18][C:17]([S:20]([CH3:23])(=[O:22])=[O:21])=[CH:16][CH:15]=1)[C:6]([CH:24]([OH:29])[CH2:25][CH2:26][CH2:27][CH3:28])=[C:5]2[C:30]1[CH:35]=[CH:34][CH:33]=[CH:32][CH:31]=1.CO.C(OC(C)C)(C)C>>[Cl:1][C:2]1[CH:3]=[C:4]2[C:9](=[CH:10][CH:11]=1)[C:8](=[O:12])[N:7]([CH2:13][C:14]1[CH:15]=[CH:16][C:17]([S:20]([CH3:23])(=[O:21])=[O:22])=[CH:18][CH:19]=1)[C:6]([C:24](=[O:29])[CH2:25][CH2:26][CH2:27][CH3:28])=[C:5]2[C:30]1[CH:31]=[CH:32][CH:33]=[CH:34][CH:35]=1 |f:1.2|. Procedure: In the same manner as in Example 311, the title compound was synthesized using 6-chloro-3-(1-hydroxypentyl)-2-(4-methanesulfonylbenzyl)-4-phenyl-2H-isoquinolin-1-one. Crystals (methanol-diisopropyl ether). Starting materials: CCN(CC)C(=O)c1ccc(C(c2cccc(C#N)c2)N2CCNCC2)cc1, CC(=O)O[BH-](OC(C)=O)OC(C)=O, ClCCCl, ClCCl, [Na+], O=Cc1ccco1. Product: CCN(CC)C(=O)c1ccc(C(c2cccc(C#N)c2)N2CCN(Cc3ccco3)CC2)cc1. Reaction SMILES: [C:1](#[N:2])[c:3]1[cH:4][c:5]([CH:9]([N:10]2[CH2:11][CH2:12][NH:13][CH2:14][CH2:15]2)[c:16]2[cH:17][cH:18][c:19]([C:20](=[O:21])[N:22]([CH2:23][CH3:24])[CH2:25][CH3:26])[cH:27][cH:28]2)[cH:6][cH:7][cH:8]1.[C:36]([O:37][BH-:38]([O:39][C:40](=[O:41])[CH3:42])[O:43][C:44](=[O:45])[CH3:46])(=[O:47])[CH3:48].[Cl:50][CH2:51][CH2:52][Cl:53].[Cl:54][CH2:55][Cl:56].[Na+:49].[o:29]1[c:30]([CH:34]=[O:35])[cH:31][cH:32][cH:33]1>>[C:1](#[N:2])[c:3]1[cH:4][c:5]([CH:9]([N:10]2[CH2:11][CH2:12][N:13]([CH2:34][c:30]3[o:29][cH:33][cH:32][cH:31]3)[CH2:14][CH2:15]2)[c:16]2[cH:17][cH:18][c:19]([C:20](=[O:21])[N:22]([CH2:23][CH3:24])[CH2:25][CH3:26])[cH:27][cH:28]2)[cH:6][cH:7][cH:8]1. Starting materials: ice methanol, S(O)(O)(=O)=O (sulphuric acid), ClC1=C(C=C(C(=C1)Cl)F)C(=O)C=C(Cl)Cl (2,2-dichlorovinyl 2,4-dichloro-5-fluoro-phenyl ketone), [Na] (sodium), C(C)O (ethanol). Solvent: C(Cl)Cl (methylene chloride). The product is ClC1=C(C(=O)CC(=O)OCC)C=C(C(=C1)Cl)F (ethyl 2,4-dichloro-5-fluoro-benzoylacetate). Isolated yield 79.9%. As a reaction SMILES: [Cl:1][C:2]1[CH:7]=[C:6]([Cl:8])[C:5]([F:9])=[CH:4][C:3]=1[C:10]([CH:12]=[C:13](Cl)Cl)=[O:11].[Na].S(=O)(=O)(O)[OH:18].[CH2:22]([OH:24])[CH3:23]>C(Cl)Cl>[Cl:1][C:2]1[CH:7]=[C:6]([Cl:8])[C:5]([F:9])=[CH:4][C:3]=1[C:10]([CH2:12][C:13]([O:24][CH2:22][CH3:23])=[O:18])=[O:11] |^1:15|. Reported procedure: 28.8 g (0.1 mole) of 2,2-dichlorovinyl 2,4-dichloro-5-fluoro-phenyl ketone are added in portions to a solution of 4.6 g of sodium in 80 ml of absolute ethanol at 0°-5° C., while cooling (ice/methanol) and stirring. When the exothermic reaction has subsided, the mixture is stirred at room temperature for a further 30 minutes, the solvent is stripped off in vacuo and the residue is taken up in 100 ml of methylene chloride. The mixture is shaken thoroughly with 100 ml of 2N sulphuric acid, the meth...